This data is from the Open Reaction Database (ORD), a public repository of structured organic reaction records. The task is: describe an organic reaction: reactants, conditions, products, and yield The reactants are O=C(c1ccc(Cl)s1)C1CCNCC1, Cl, CC(=O)NC1CCC(CC=O)CC1. The product is CC(=O)NC1CCC(CCN2CCC(C(=O)c3ccc(Cl)s3)CC2)CC1. RXN SMILES: [Cl:2][c:3]1[cH:4][cH:5][c:6]([C:8](=[O:9])[CH:10]2[CH2:11][CH2:12][NH:13][CH2:14][CH2:15]2)[s:7]1.[ClH:1].[O:16]=[CH:17][CH2:18][CH:19]1[CH2:20][CH2:21][CH:22]([NH:25][C:26]([CH3:27])=[O:28])[CH2:23][CH2:24]1>>[Cl:2][c:3]1[cH:4][cH:5][c:6]([C:8](=[O:9])[CH:10]2[CH2:11][CH2:12][N:13]([CH2:17][CH2:18][CH:19]3[CH2:20][CH2:21][CH:22]([NH:25][C:26]([CH3:27])=[O:28])[CH2:23][CH2:24]3)[CH2:14][CH2:15]2)[s:7]1. Starting materials: crude product, C1(=CC=CC=C1)[C@H](C)NC(C[C@@H](CC(\C=C\C=1C(=NC2=CC=CC=C2C1C1=CC=C(C=C1)F)C1CC1)=O)O[Si](C)(C)C(C)(C)C)=O ((E)-(R)-3-(tert-Butyl-dimethyl-silanyloxy)-7-[2-cyclopropyl-4-(4-fluoro-phenyl)-quinolin-3-yl]-5-oxo-hept-6-enoic acid ((S)-1-phenyl-ethyl)-amide), C(C)O (Ethanol), Cl (hydrochloric acid), C([O-])(O)=O.[Na+] (sodium bicarbonate), solution. The solvent is C1(=CC=CC=C1)C (toluene), CCCCCC (n-Hexane), CCCCCC (n-hexane). Run at temperature 2 celsius, time 4 hour. The product is C1(=CC=CC=C1)[C@H](C)NC(C[C@@H](CC(\C=C\C=1C(=NC2=CC=CC=C2C1C1=CC=C(C=C1)F)C1CC1)=O)O)=O ((E)-(R)-7-[2-cyclopropyl-4-(4-fluoro-phenyl)-quinolin-3-yl]-3-hydroxy-5-oxo-hept-6-enoic acid ((S)-1-phenyl-ethyl)-amide). RXN SMILES: [C:1]1([C@@H:7]([NH:9][C:10](=[O:46])[CH2:11][C@H:12]([O:38][Si](C(C)(C)C)(C)C)[CH2:13][C:14](=[O:37])/[CH:15]=[CH:16]/[C:17]2[C:18]([CH:34]3[CH2:36][CH2:35]3)=[N:19][C:20]3[C:25]([C:26]=2[C:27]2[CH:32]=[CH:31][C:30]([F:33])=[CH:29][CH:28]=2)=[CH:24][CH:23]=[CH:22][CH:21]=3)[CH3:8])[CH:6]=[CH:5][CH:4]=[CH:3][CH:2]=1.C(O)C.Cl.C(=O)(O)[O-].[Na+]>C1(C)C=CC=CC=1.CCCCCC>[C:1]1([C@@H:7]([NH:9][C:10](=[O:46])[CH2:11][C@H:12]([OH:38])[CH2:13][C:14](=[O:37])/[CH:15]=[CH:16]/[C:17]2[C:18]([CH:34]3[CH2:35][CH2:36]3)=[N:19][C:20]3[C:25]([C:26]=2[C:27]2[CH:28]=[CH:29][C:30]([F:33])=[CH:31][CH:32]=2)=[CH:24][CH:23]=[CH:22][CH:21]=3)[CH3:8])[CH:2]=[CH:3][CH:4]=[CH:5][CH:6]=1 |f:3.4|. Reported procedure: Crude (E)-(R)-3-(tert-Butyl-dimethyl-silanyloxy)-7-[2-cyclopropyl-4-(4-fluoro-phenyl)-quinolin-3-yl]-5-oxo-hept-6-enoic acid ((S)-1-phenyl-ethyl)-amide (655.1 g) from example c) is placed in a 4-necked, round bottomed flask, equipped with a mechanical stirrer, digital thermometer, nitrogen inlet-outlet and a condenser. Ethanol (2400 mL) is added to obtain a solution. The solution is cooled to 0-4° C. and hydrochloric acid (2M aqueous solution, 657.1 g, 1276 mmol) is added dropwise at this temper... Starting materials: CC=1C=C(C=C(C1)C)O (3,5-dimethylphenol), CC1=C(C(O)=CC(=C1)C)O (3,5-dimethylcatechol), OO (hydrogen peroxide), S(O)(O)(=O)=O (sulfuric acid). Solvent: CC(CC(C)=O)C (4-methyl-2-pentanone). The product is CC1=C(O)C(=CC(=C1)O)C (2,6-dimethylhydroquinone). As a reaction SMILES: [CH3:1][C:2]1[CH:3]=[C:4]([OH:9])[CH:5]=[C:6]([CH3:8])[CH:7]=1.OO.S(=O)(=O)(O)[OH:13].CC1C=C(C)C=C(O)C=1O>CC(C)CC(=O)C>[CH3:8][C:6]1[CH:5]=[C:4]([OH:9])[CH:3]=[C:2]([CH3:1])[C:7]=1[OH:13]. Reported procedure: In a vessel used in Example 52 were placed 100 g. (819 m. moles) of 3,5-dimethylphenol, 3.61 g. (36.1 m. moles) of 4-methyl-2-pentanone, 2.88 g. (50.8 m. moles) of 60 percent hydrogen peroxide and 0.01 g. of sulfuric acid, and the mixture was reacted at 110° C. for 20 minutes in the same manner as in Example 52. The reaction mixture was analyzed with gas chromatography. As products, 3.19 g. (23.1 m. moles) of 3,5-dimethylcatechol and 2.24 g. (16.2 m. moles) of 2,6-dimethylhydroquinone were obtai... Run in C(Cl)Cl (methylene chloride), CN(C=O)C (dimethylformamide), C(C)(=O)OCC (ethyl acetate). Conditions: temperature 0 celsius, time 30 minute. The reactants are NCC1=C(C=CC=C1)C1=CC(=C(C=C1)CO)Br (2'-aminomethyl-3-bromo-1,1'-biphenyl-4-methanol), CN=C=O (methyl isocyanate). Yields the product CNC(=O)NCC1=C(C=CC=C1)C1=CC(=C(C=C1)CO)Br (2'-[[(Methylamino)carbonyl]amino]methyl-3-bromo-1,1'-biphenyl-4-methanol). Procedure: To a solution of 68 mg (0.23 mmol) of 2'-aminomethyl-3-bromo-1,1'-biphenyl-4-methanol (Step H) in 3 mL of dry methylene chloride and 1 mL of dry dimethylformamide under nitrogen atmosphere at 0° C. was added 0.015 mL (0.25 mmol) of methyl isocyanate. The reaction mixture was stirred for 30 minutes at 0° C. then diluted with 100 mL of ethyl acetate, washed with water, saturated aqueous sodium bicarbonate, saturated aqueous sodium chloride, dried over magnesium sulfate and filtered. The solvent wa... Reaction SMILES: [NH2:1][CH2:2][C:3]1[CH:8]=[CH:7][CH:6]=[CH:5][C:4]=1[C:9]1[CH:14]=[CH:13][C:12]([CH2:15][OH:16])=[C:11]([Br:17])[CH:10]=1.[CH3:18][N:19]=[C:20]=[O:21]>C(Cl)Cl.CN(C)C=O.C(OCC)(=O)C>[CH3:18][NH:19][C:20]([NH:1][CH2:2][C:3]1[CH:8]=[CH:7][CH:6]=[CH:5][C:4]=1[C:9]1[CH:14]=[CH:13][C:12]([CH2:15][OH:16])=[C:11]([Br:17])[CH:10]=1)=[O:21]. Isolated yield 88.4%. Starting materials: NC1=C(C=C(C=C1)Cl)C(C=CC(=O)OC)=O (methyl 4-(2-amino-5-chlorophenyl)-4-oxo-2-butenoate). Reagents/catalysts: [Pd] (Pd-C). Run in O1CCOCC1 (dioxane). Product: NC1=C(C=C(C=C1)Cl)C(CCC(=O)OC)=O (methyl 4-(2-amino-5-chlorophenyl)-4-oxobutyrate). Isolated yield 86.7%. RXN SMILES: [NH2:1][C:2]1[CH:7]=[CH:6][C:5]([Cl:8])=[CH:4][C:3]=1[C:9](=[O:16])[CH:10]=[CH:11][C:12]([O:14][CH3:15])=[O:13]>O1CCOCC1.[Pd]>[NH2:1][C:2]1[CH:7]=[CH:6][C:5]([Cl:8])=[CH:4][C:3]=1[C:9](=[O:16])[CH2:10][CH2:11][C:12]([O:14][CH3:15])=[O:13]. Reported procedure: A solution of 4.435 g (18.506 mM) of methyl 4-(2-amino-5-chlorophenyl)-4-oxo-2-butenoate in 118 ml of dioxane is hydrogenated in the presence of 887 mg of 10% Pd-C under ordinaly pressure at room temperature. The mixture is concentrated after removal of the catalyst. The resulting residue is chromatographed on a column of silica gel (220 g), eluting with toluene-ethyl acetate (49:1-30:1 v/v) to give 3.877 g (Yield: 86.7%) of methyl 4-(2-amino-5-chlorophenyl)-4-oxobutyrate. This is recrystallized... Reactants: C1CCOC1, [Cl-], Clc1cncc(Cl)n1, Cl, COC(=O)c1ccc(CN)cc1, [NH4+], CN(C)C=O. Reaction SMILES: [CH2:24]1[O:25][CH2:26][CH2:27][CH2:28]1.[Cl-:22].[Cl:1][c:2]1[n:3][c:4]([Cl:8])[cH:5][n:6][cH:7]1.[ClH:21].[NH2:9][CH2:10][c:11]1[cH:12][cH:13][c:14]([C:15](=[O:16])[O:17][CH3:18])[cH:19][cH:20]1.[NH4+:23].[O:29]=[CH:30][N:31]([CH3:32])[CH3:33]>>[c:2]1([NH:9][CH2:10][c:11]2[cH:12][cH:13][c:14]([C:15](=[O:16])[O:17][CH3:18])[cH:19][cH:20]2)[n:3][c:4]([Cl:8])[cH:5][n:6][cH:7]1. The product is COC(=O)c1ccc(CNc2cncc(Cl)n2)cc1. The reactants are CN(c1ccc([N+](=O)[O-])cc1)c1nc(=O)c2cccnc2s1, [H][H], CN(C)C=O. Product: CN(c1ccc(NO)cc1)c1nc(=O)c2cccnc2s1. RXN SMILES: [CH3:1][N:2]([c:3]1[cH:4][cH:5][c:6]([N+:9](=[O:10])[O-:11])[cH:7][cH:8]1)[c:12]1[s:13][c:14]2[c:15]([c:16](=[O:18])[n:17]1)[cH:19][cH:20][cH:21][n:22]2.[H:23][H:24].[O:25]=[CH:26][N:27]([CH3:28])[CH3:29]>>[CH3:1][N:2]([c:3]1[cH:4][cH:5][c:6]([NH:9][OH:10])[cH:7][cH:8]1)[c:12]1[s:13][c:14]2[c:15]([c:16](=[O:18])[n:17]1)[cH:19][cH:20][cH:21][n:22]2. The reactants are C(C)(C)(C)C1=C(C=C(C=C1)C(=O)O)NC(CC(CCCCC)C1=C(C=C(C=C1)OC)OC)=O (N-(2-t-butyl-5-carboxyphenyl)-3-(2,4-dimethoxyphenyl)octanamide), CC(C(=O)N)C (2-methylpropanamide). Solvent: C(C)#N (acetonitrile). Product: C(C)(C)(C)C1=C(C=C(C=C1)C(=O)NC(C(C)C)=O)NC(CC(CCCCC)C1=C(C=C(C=C1)OC)OC)=O (N-[2-t-Butyl-5-(2-methylpropanoyl)aminocarbonylphenyl)-3-(2,4-dimethoxyphenyl]octanamide). As a reaction SMILES: [C:1]([C:5]1[CH:10]=CC(C(O)=O)=C[C:6]=1[NH:14][C:15](=[O:33])[CH2:16][CH:17]([C:23]1[CH:28]=[CH:27][C:26]([O:29][CH3:30])=[CH:25][C:24]=1[O:31][CH3:32])[CH2:18][CH2:19][CH2:20][CH2:21][CH3:22])([CH3:4])([CH3:3])[CH3:2].[CH3:34][CH:35]([CH3:39])[C:36]([NH2:38])=[O:37]>C(#N)C>[C:1]([C:5]1[CH:10]=[CH:39][C:35]([C:36]([NH:38][C:24](=[O:31])[CH:23]([CH3:28])[CH3:17])=[O:37])=[CH:34][C:6]=1[NH:14][C:15](=[O:33])[CH2:16][CH:17]([C:23]1[CH:28]=[CH:27][C:26]([O:29][CH3:30])=[CH:25][C:24]=1[O:31][CH3:32])[CH2:18][CH2:19][CH2:20][CH2:21][CH3:22])([CH3:4])([CH3:2])[CH3:3]. Procedure: Following a similar procedure to that described in Example 139, but using N-(2-t-butyl-5-carboxyphenyl)-3-(2,4-dimethoxyphenyl)octanamide (prepared as described in Preparation 7) and 2-methylpropanamide, the title compound was obtained as crystals, melting at 157°-159° C. (from acetonitrile). Starting materials: C(C1=CC=CC=C1)N(CCC(CCCC)=O)C (1-(Benzyl-methyl-amino)-heptan-3-one), C(CC)[Mg]Cl (propylmagnesium chloride). Product: C(C1=CC=CC=C1)N(CCC(CCC)=O)C (1-(Benzyl-methyl-amino)-hexan-3-one). RXN SMILES: [CH2:1]([N:8]([CH3:17])[CH2:9][CH2:10][C:11](=[O:16])[CH2:12][CH2:13][CH2:14]C)[C:2]1[CH:7]=[CH:6][CH:5]=[CH:4][CH:3]=1.C([Mg]Cl)CC>>[CH2:1]([N:8]([CH3:17])[CH2:9][CH2:10][C:11](=[O:16])[CH2:12][CH2:13][CH3:14])[C:2]1[CH:7]=[CH:6][CH:5]=[CH:4][CH:3]=1. Procedure details: Using a method similar to that for 1-(Benzyl-methyl-amino)-heptan-3-one, propylmagnesium chloride (2 M solution in diethyl ether) affords the title compound: mass spectrum (ion spray) m/z=220 (M+1): 1H NMR (CDCl3) δ 7.35-7.24 (m, 5H), 3.51 (s, 2H), 2.74-2.69 (m, 2H), 2.66-2.61 (m, 2H), 2.39 (t, 2H), 2.20 (s, 3H), 1.67-1.57 (m, 2H), 0.92(t, 3H).